From a dataset of the Open Reaction Database (ORD), a public repository of structured organic reaction records. describe an organic reaction: reactants, conditions, products, and yield Starting materials: [N+](=O)([O-])C1=CC=C(CC2N(CCN(CCN(CCN(CCN(CCN(C2)CC(=O)OC(C)(C)C)CC(=O)OC(C)(C)C)CC(=O)OC(C)(C)C)CC(=O)OC(C)(C)C)CC(=O)OC(C)(C)C)CC(=O)OC(C)(C)C)C=C1 (2-(4-nitrobenzyl)-1,4,7,10,13,16-hexakis(tert-butoxycarbonylmethyl) -1,4,7,10,13,16-hexaazacyclooctadecane), Cl[Sn]Cl (SnCl2), [OH-].[Na+] (NaOH). The solvent is O (water), C(C)O (ethanol). Product: NC1=CC=C(CC2N(CCN(CCN(CCN(CCN(CCN(C2)CC(=O)OC(C)(C)C)CC(=O)OC(C)(C)C)CC(=O)OC(C)(C)C)CC(=O)OC(C)(C)C)CC(=O)OC(C)(C)C)CC(=O)OC(C)(C)C)C=C1 (2-(4-aminobenzyl)-1,4,7,10,13,16-hexakis(tert-butoxvcarbonvlmethyl) -1,4,7,10,13,16-hexaazacyclooctadecane). The yield is 62.0%. Reaction SMILES: [N+:1]([C:4]1[CH:76]=[CH:75][C:7]([CH2:8][CH:9]2[CH2:26][N:25]([CH2:27][C:28]([O:30][C:31]([CH3:34])([CH3:33])[CH3:32])=[O:29])[CH2:24][CH2:23][N:22]([CH2:35][C:36]([O:38][C:39]([CH3:42])([CH3:41])[CH3:40])=[O:37])[CH2:21][CH2:20][N:19]([CH2:43][C:44]([O:46][C:47]([CH3:50])([CH3:49])[CH3:48])=[O:45])[CH2:18][CH2:17][N:16]([CH2:51][C:52]([O:54][C:55]([CH3:58])([CH3:57])[CH3:56])=[O:53])[CH2:15][CH2:14][N:13]([CH2:59][C:60]([O:62][C:63]([CH3:66])([CH3:65])[CH3:64])=[O:61])[CH2:12][CH2:11][N:10]2[CH2:67][C:68]([O:70][C:71]([CH3:74])([CH3:73])[CH3:72])=[O:69])=[CH:6][CH:5]=1)([O-])=O.Cl[Sn]Cl.[OH-].[Na+]>C(O)C.O>[NH2:1][C:4]1[CH:76]=[CH:75][C:7]([CH2:8][CH:9]2[CH2:26][N:25]([CH2:27][C:28]([O:30][C:31]([CH3:32])([CH3:33])[CH3:34])=[O:29])[CH2:24][CH2:23][N:22]([CH2:35][C:36]([O:38][C:39]([CH3:42])([CH3:41])[CH3:40])=[O:37])[CH2:21][CH2:20][N:19]([CH2:43][C:44]([O:46][C:47]([CH3:48])([CH3:49])[CH3:50])=[O:45])[CH2:18][CH2:17][N:16]([CH2:51][C:52]([O:54][C:55]([CH3:56])([CH3:57])[CH3:58])=[O:53])[CH2:15][CH2:14][N:13]([CH2:59][C:60]([O:62][C:63]([CH3:66])([CH3:65])[CH3:64])=[O:61])[CH2:12][CH2:11][N:10]2[CH2:67][C:68]([O:70][C:71]([CH3:74])([CH3:73])[CH3:72])=[O:69])=[CH:6][CH:5]=1 |f:2.3|. Procedure details: To a solution of 2-(4-nitrobenzyl)-1,4,7,10,13,16-hexakis(tert-butoxycarbonylmethyl) -1,4,7,10,13,16-hexaazacycloocta (6) (15 mmol) in ethanol (50 ml) at room temperature under a nitrogen atmosphere was added SnCl2 (0.125 mol). The mixture was refluxed for 12 hours after which the solvent was removed and the compound thus obtained was dissolved in water; the solution was brought to pH 8 with 2M NaOH. The resulting precipitate was removed off and the filtrate concentrated on vacuum; the residue w... Reactants: ClC=1C=C(N)C=CC1OC(C)C (3-chloro-4-isopropoxyaniline), COC1(CC1)C(=O)OC (methyl 1-methoxycyclopropanecarboxylate), C[O-].[Na+] (sodium methoxide). The solvent is C1=CC=CC=C1 (benzene). The product is C(C)(C)OC1=C(C=C(NC(=O)C2(CC2)OC)C=C1)Cl (4'-(Isopropoxy)-3'-chloro-1-methoxycyclopropanecarboxanilide). Isolated yield 21.2%. RXN SMILES: [Cl:1][C:2]1[CH:3]=[C:4]([CH:6]=[CH:7][C:8]=1[O:9][CH:10]([CH3:12])[CH3:11])[NH2:5].[CH3:13][O:14][C:15]1([C:18](OC)=[O:19])[CH2:17][CH2:16]1.C[O-].[Na+]>C1C=CC=CC=1>[CH:10]([O:9][C:8]1[CH:7]=[CH:6][C:4]([NH:5][C:18]([C:15]2([O:14][CH3:13])[CH2:17][CH2:16]2)=[O:19])=[CH:3][C:2]=1[Cl:1])([CH3:12])[CH3:11] |f:2.3|. Reported procedure: A mixture consisting of 5.6 g of 3-chloro-4-isopropoxyaniline, 3.9 g of methyl 1-methoxycyclopropanecarboxylate and 1.8 g of sodium methoxide in 50 ml of benzene was refluxed for 3 hours. The reaction mixture was concentrated to a volume of 25 ml, poured over ice water, acidified with hydrochloric acid and extracted with ether. The extract was dried, filtered and concentrated. Purification by silica chromatography gave 1.8 g of product as a white crystalline solid; m.p. 86°-87° C. Reported procedure: 4′-Trifluoromethyl-biphenyl-carboxylic acid (5.0 g) was dissolved in dimethylformamide (50 mL), and to this solution were added at room temperature 4-amino-1-benzylpiperidine (3.55 g), 1-hydroxybenzotriazole hydrate (3.0 g) and 1-ethyl-3-(3′-dimethylaminopropyl)carbodiimide hydrochloride (3.58 g). The mixture was stirred at room temperature overnight, and the reaction solution was concentrated in vacuo to precipitate crystals. The crystals were washed successively with saturated aqueous sodium b... As a reaction SMILES: [F:1][C:2]([F:19])([F:18])[C:3]1[CH:8]=[CH:7][C:6]([C:9]2[C:10]([C:15]([OH:17])=O)=[CH:11][CH:12]=[CH:13][CH:14]=2)=[CH:5][CH:4]=1.[NH2:20][CH:21]1[CH2:26][CH2:25][N:24]([CH2:27][C:28]2[CH:33]=[CH:32][CH:31]=[CH:30][CH:29]=2)[CH2:23][CH2:22]1.O.ON1C2C=CC=CC=2N=N1.Cl.C(N=C=NCCCN(C)C)C>CN(C)C=O>[CH2:27]([N:24]1[CH2:25][CH2:26][CH:21]([NH:20][C:15]([C:10]2[C:9]([C:6]3[CH:5]=[CH:4][C:3]([C:2]([F:1])([F:19])[F:18])=[CH:8][CH:7]=3)=[CH:14][CH:13]=[CH:12][CH:11]=2)=[O:17])[CH2:22][CH2:23]1)[C:28]1[CH:29]=[CH:30][CH:31]=[CH:32][CH:33]=1 |f:2.3,4.5|. Run in CN(C=O)C (dimethylformamide). Reactants: NC1CCN(CC1)CC1=CC=CC=C1 (4-amino-1-benzylpiperidine), O.ON1N=NC2=C1C=CC=C2 (1-hydroxybenzotriazole hydrate), Cl.C(C)N=C=NCCCN(C)C (1-ethyl-3-(3′-dimethylaminopropyl)carbodiimide hydrochloride), FC(C1=CC=C(C=C1)C=1C(=CC=CC1)C(=O)O)(F)F (4′-Trifluoromethyl-biphenyl-carboxylic acid). Isolated yield 90.7%. Run at time 8 hour. Yields the product C(C1=CC=CC=C1)N1CCC(CC1)NC(=O)C=1C(=CC=CC1)C1=CC=C(C=C1)C(F)(F)F (1-Benzyl-4-(4′-trifluoromethylbiphenyl-2-carbonylamino)piperidine). Starting materials: COc1ccc(C2Sc3cc(Oc4ccccc4)ccc3N(CCN(C)C)C(=O)C2O)cc1F, CC(=O)OC(C)=O, c1ccncc1. Product: COc1ccc(C2Sc3cc(Oc4ccccc4)ccc3N(CCN(C)C)C(=O)C2OC(C)=O)cc1F. Reaction SMILES: [CH3:1][N:2]([CH2:3][CH2:4][N:5]1[C:6](=[O:33])[CH:7]([OH:32])[CH:8]([c:23]2[cH:24][c:25]([F:31])[c:26]([O:29][CH3:30])[cH:27][cH:28]2)[S:9][c:10]2[c:11]1[cH:12][cH:13][c:14]([O:16][c:17]1[cH:18][cH:19][cH:20][cH:21][cH:22]1)[cH:15]2)[CH3:34].[CH3:35][C:36](=[O:37])[O:38][C:39](=[O:40])[CH3:41].[cH:42]1[cH:43][cH:44][n:45][cH:46][cH:47]1>>[CH3:1][N:2]([CH2:3][CH2:4][N:5]1[C:6](=[O:33])[CH:7]([O:32][C:36]([CH3:35])=[O:37])[CH:8]([c:23]2[cH:24][c:25]([F:31])[c:26]([O:29][CH3:30])[cH:27][cH:28]2)[S:9][c:10]2[c:11]1[cH:12][cH:13][c:14]([O:16][c:17]1[cH:18][cH:19][cH:20][cH:21][cH:22]1)[cH:15]2)[CH3:34]. Starting materials: C(C)OC(C#C)=O (propiolic acid ethyl ester), NN(C=O)C (N-amino-N-methylformamide), O1CCOCC1 (dioxane). Yields the product C(C)OC(CC=NNCC=O)=O (3-(formylmethylhydrazono)-propionic acid ethyl ester). Isolated yield 93.0%. As a reaction SMILES: [CH2:1]([O:3][C:4](=[O:7])[C:5]#[CH:6])[CH3:2].[NH2:8][N:9]([CH3:12])C=O.[O:13]1CCOC[CH2:14]1>>[CH2:1]([O:3][C:4](=[O:7])[CH2:5][CH:6]=[N:8][NH:9][CH2:12][CH:14]=[O:13])[CH3:2]. Procedure details: 39.24 g (0.4 mol) of propiolic acid ethyl ester were added to a solution of 29.63 g (0.4 mol) of N-amino-N-methylformamide in 80 ml of dioxane and left standing for 3 weeks at room temperature. The yellow solution was evaporated at 40° C./30 torr and the residue filtered over a silical gel column (350 g) with a mixture of dichloromethane/n-hexane 49:1 in fractions of 250 ml each. Fractions 2 to 10 were united and evaporated at 40° C./30 torr, yielding 63.9 g (93%) of 3-(formylmethylhydrazono)-pr... The reactants are CO, CCCn1c(=O)c2[nH]c(C34CCCC(C=CC(=O)O)(CC3)C4)nc2n(CCC)c1=O. Yields the product CCCn1c(=O)c2[nH]c(C34CCCC(CCC(=O)O)(CC3)C4)nc2n(CCC)c1=O. As a reaction SMILES: [CH3:31][OH:32].[O:1]=[c:2]1[n:3]([CH2:28][CH2:29][CH3:30])[c:4](=[O:27])[c:5]2[nH:6][c:7]([C:14]34[CH2:15][CH2:16][CH2:17][C:18]([CH:22]=[CH:23][C:24](=[O:25])[OH:26])([CH2:19][CH2:20]3)[CH2:21]4)[n:8][c:9]2[n:10]1[CH2:11][CH2:12][CH3:13]>>[O:1]=[c:2]1[n:3]([CH2:28][CH2:29][CH3:30])[c:4](=[O:27])[c:5]2[nH:6][c:7]([C:14]34[CH2:15][CH2:16][CH2:17][C:18]([CH2:22][CH2:23][C:24](=[O:25])[OH:26])([CH2:19][CH2:20]3)[CH2:21]4)[n:8][c:9]2[n:10]1[CH2:11][CH2:12][CH3:13]. Starting materials: ClC=1C=C2C(=CN(C2=CC1)C(C(COS(=O)(=O)C1=CC=C(C=C1)C)OC)C1=CC=CC=C1)C (toluene-4-sulfonic acid 3-(5-chloro-3-methyl-indol-1-yl)-2-methoxy-3-phenyl-propyl ester), solution, CN (methylamine). Solvent: CO (methanol), CO (methanol). Run at time 1 hour. The product is ClC=1C=C2C(=CN(C2=CC1)[C@H]([C@@H](CNC)OC)C1=CC=CC=C1)C ([(2R,3S)-3-(5-chloro-3-methyl-1H-indol-1-yl)-2-methoxy-3-phenylpropyl]methylamine). Reaction SMILES: [Cl:1][C:2]1[CH:3]=[C:4]2[C:8](=[CH:9][CH:10]=1)[N:7]([CH:11]([C:27]1[CH:32]=[CH:31][CH:30]=[CH:29][CH:28]=1)[CH:12]([O:25][CH3:26])[CH2:13]OS(C1C=CC(C)=CC=1)(=O)=O)[CH:6]=[C:5]2[CH3:33].[CH3:34][NH2:35]>CO>[Cl:1][C:2]1[CH:3]=[C:4]2[C:8](=[CH:9][CH:10]=1)[N:7]([C@@H:11]([C:27]1[CH:32]=[CH:31][CH:30]=[CH:29][CH:28]=1)[C@H:12]([O:25][CH3:26])[CH2:13][NH:35][CH3:34])[CH:6]=[C:5]2[CH3:33]. Procedure details: A mixture of (2S,3S)-toluene-4-sulfonic acid 3-(5-chloro-3-methyl-indol-1-yl)-2-hydroxy-3-phenyl-propyl ester (Intermediate in EXAMPLE 119, step 6, 0.52 g, 1.1 mmol), trifluoro-methanesulfonic acid methyl ester (0.6 mL, 5.5 mmol), and 2,6-di-tert-butyl-4-methyl-pyridine (1.1 g, 5.5 mmol) was heated at reflux in dichloromethane (20 mL) for 2 hours. The reaction was partitioned between ethyl acetate (25 mL) and a 1N aqueous solution of hydrochloric acid (25 mL). The organics were separated and was... The reactants are CC=1NC(=C(N(C1C(=O)OC)C1=CC(=CC=C1)N=C=S)C(=O)OC)C (1,4-Dihydro-2,6-dimethyl-4-(3-isothiocyanatophenyl)-3,5-pyrazinedicarboxylic acid, dimethyl ester), N#CN.[Na] (sodium cyanamide), C1(=CC=CC=C1)C1CCN(CC1)CCCN (4-phenyl-piperidine-1-propanamine). Reagents/catalysts: Cl[Hg]Cl (HgCl2). Run in CCO (EtOH), C1CCOC1 (THF). Run at temperature 0 celsius, time 20 minute. The product is C(#N)N=C(NCCCN1CCC(CC1)C1=CC=CC=C1)NC=1C=C(C=CC1)N1C(=C(NC(=C1C(=O)OC)C)C)C(=O)OC (4-[3-[[(Cyanoimino)[[3-(4-phenyl-1-piperidinyl)propyl]-amino]methyl]amino]phenyl]-1,4-dihydro-2,6-dimethyl-3,5-pyrazinedicarboxylic acid, dimethyl ester). Reaction SMILES: [CH3:1][C:2]1[NH:3][C:4]([CH3:25])=[C:5]([C:21]([O:23][CH3:24])=[O:22])[N:6]([C:12]2[CH:17]=[CH:16][CH:15]=[C:14]([N:18]=[C:19]=S)[CH:13]=2)[C:7]=1[C:8]([O:10][CH3:11])=[O:9].[N:26]#[C:27][NH2:28].[Na].[C:30]1([CH:36]2[CH2:41][CH2:40][N:39]([CH2:42][CH2:43][CH2:44][NH2:45])[CH2:38][CH2:37]2)[CH:35]=[CH:34][CH:33]=[CH:32][CH:31]=1>CCO.C1COCC1.Cl[Hg]Cl>[C:27]([N:28]=[C:19]([NH:18][C:14]1[CH:13]=[C:12]([N:6]2[C:7]([C:8]([O:10][CH3:11])=[O:9])=[C:2]([CH3:1])[NH:3][C:4]([CH3:25])=[C:5]2[C:21]([O:23][CH3:24])=[O:22])[CH:17]=[CH:16][CH:15]=1)[NH:45][CH2:44][CH2:43][CH2:42][N:39]1[CH2:38][CH2:37][CH:36]([C:30]2[CH:35]=[CH:34][CH:33]=[CH:32][CH:31]=2)[CH2:41][CH2:40]1)#[N:26] |f:1.2,^1:28|. Reported procedure: 1,4-Dihydro-2,6-dimethyl-4-(3-isothiocyanatophenyl)-3,5-pyrazinedicarboxylic acid, dimethyl ester (144 mg, 0.40 mmol) was added into sodium cyanamide (28 mg, 0.44 mmol) in 3 mL of EtOH and the mixture was stirred for 20 minutes. EtOH was then removed in vacuo and the resultant foam-like material was mixed with 4-phenyl-piperidine-1-propanamine (105 mg, 0.48 mmol) in 5 mL of THF. The mixture was cooled down to 0° C. and HgCl2 (109 mg) was added. The reaction was completed in 15 min. After filtrat... Reactants: BrC1=C2C=3CCC(CC3NC2=C(C=C1)C(=O)N)CO (5-bromo-2-(hydroxymethyl)-2,3,4,9-tetrahydro-1H-carbazole-8-carboxamide), BrC1=C2C=3CCC(CC3NC2=C(C=C1)C(=O)N)CO (5-bromo-2-(hydroxymethyl)-2,3,4,9-tetrahydro-1H-carbazole-8-carboxamide), C(C)(C)(C)C=1C=C2C(N(C(C2=CC1)=O)C1=C(C(=CC=C1)B1OC(C(O1)(C)C)(C)C)C)=O (5-tert-butyl-2-(2-methyl-3-(4,4,5,5-tetramethyl-1,3,2-dioxaborolan-2-yl)phenyl)isoindoline-1,3-dione), C(C)(C)(C)C=1C=C2C(N(C(C2=CC1)=O)C1=C(C(=CC=C1)B1OC(C(O1)(C)C)(C)C)C)=O (5-tert-butyl-2-(2-methyl-3-(4,4,5,5-tetramethyl-1,3,2-dioxaborolan-2-yl)phenyl)isoindoline-1,3-dione), P(=O)([O-])([O-])[O-].[K+].[K+].[K+] (tripotassium phosphate), Cl (hydrochloric acid). Reagents/catalysts: C=1C=CC(=CC1)[P](C=2C=CC=CC2)(C=3C=CC=CC3)[Pd]([P](C=4C=CC=CC4)(C=5C=CC=CC5)C=6C=CC=CC6)([P](C=7C=CC=CC7)(C=8C=CC=CC8)C=9C=CC=CC9)[P](C=1C=CC=CC1)(C=1C=CC=CC1)C=1C=CC=CC1 (tetrakis(triphenylphosphine)palladium). The solvent is C1(=CC=CC=C1)C (toluene), C(C)O (ethanol). Run at temperature 100 celsius. Yields the product C(C)(C)(C)C=1C=CC(=C(C(=O)O)C1)C(NC1=C(C(=CC=C1)C1=C2C=3CCC(CC3NC2=C(C=C1)C(N)=O)CO)C)=O (5-tert-butyl-2-(3-(8-carbamoyl-2-(hydroxymethyl)-2,3,4,9-tetrahydro-1H-carbazol-5-yl)-2-methylphenylcarbamoyl)benzoic acid). As a reaction SMILES: Br[C:2]1[CH:14]=[CH:13][C:12]([C:15]([NH2:17])=[O:16])=[C:11]2[C:3]=1[C:4]1[CH2:5][CH2:6][CH:7]([CH2:18][OH:19])[CH2:8][C:9]=1[NH:10]2.[C:20]([C:24]1[CH:25]=[C:26]2[C:30](=[CH:31][CH:32]=1)[C:29](=[O:33])[N:28]([C:34]1[CH:39]=[CH:38][CH:37]=[C:36](B3OC(C)(C)C(C)(C)O3)[C:35]=1[CH3:49])[C:27]2=[O:50])([CH3:23])([CH3:22])[CH3:21].P([O-])([O-])([O-])=[O:52].[K+].[K+].[K+].Cl>C1(C)C=CC=CC=1.C(O)C.C1C=CC([P]([Pd]([P](C2C=CC=CC=2)(C2C=CC=CC=2)C2C=CC=CC=2)([P](C2C=CC=CC=2)(C2C=CC=CC=2)C2C=CC=CC=2)[P](C2C=CC=CC=2)(C2C=CC=CC=2)C2C=CC=CC=2)(C2C=CC=CC=2)C2C=CC=CC=2)=CC=1>[C:20]([C:24]1[CH:32]=[CH:31][C:30]([C:29](=[O:33])[NH:28][C:34]2[CH:39]=[CH:38][CH:37]=[C:36]([C:2]3[CH:14]=[CH:13][C:12]([C:15](=[O:16])[NH2:17])=[C:11]4[C:3]=3[C:4]3[CH2:5][CH2:6][CH:7]([CH2:18][OH:19])[CH2:8][C:9]=3[NH:10]4)[C:35]=2[CH3:49])=[C:26]([CH:25]=1)[C:27]([OH:50])=[O:52])([CH3:22])([CH3:23])[CH3:21] |f:2.3.4.5,^1:73,75,94,113|. Procedure: A mixture of 5-bromo-2-(hydroxymethyl)-2,3,4,9-tetrahydro-1H-carbazole-8-carboxamide (Intermediate 30-3(a), 50 mg, 0.155 mmol), 5-tert-butyl-2-(2-methyl-3-(4,4,5,5-tetramethyl-1,3,2-dioxaborolan-2-yl)phenyl)isoindoline-1,3-dione (Intermediate 50-11, 97 mg, 0.232 mmol), 2 M aqueous tripotassium phosphate (0.232 mL, 0.464 mmol), and tetrakis(triphenylphosphine)palladium (8.9 mg, 7.7 μmol) in toluene (3 mL) and ethanol (1 mL) was heated at 100° C. in a sealed tube overnight. The mixture was cooled ... The reactants are IC1=CC=C(C(=O)N(C)C)C=C1 (4-Iodo-N,N-dimethyl-benzamide), C[Si](C)(C)C#C (trimethylsilylacetylene), C(C)(C)NC(C)C (diisopropylamine). Reagents/catalysts: Cl[Pd]([P](C1=CC=CC=C1)(C2=CC=CC=C2)C3=CC=CC=C3)([P](C4=CC=CC=C4)(C5=CC=CC=C5)C6=CC=CC=C6)Cl (PdCl2(PPh3)2), [Cu]I (copper(i) iodide). Run in C1CCOC1 (THF). Reaction conditions: temperature 57 celsius. Product: CN(C(C1=CC=C(C=C1)C#C[Si](C)(C)C)=O)C (N,N-Dimethyl-4-trimethylsilanylethynyl-benzamide). As a reaction SMILES: I[C:2]1[CH:12]=[CH:11][C:5]([C:6]([N:8]([CH3:10])[CH3:9])=[O:7])=[CH:4][CH:3]=1.[CH3:13][Si:14]([C:17]#[CH:18])([CH3:16])[CH3:15].C(NC(C)C)(C)C>Cl[Pd](Cl)([P](C1C=CC=CC=1)(C1C=CC=CC=1)C1C=CC=CC=1)[P](C1C=CC=CC=1)(C1C=CC=CC=1)C1C=CC=CC=1.[Cu]I.C1COCC1>[CH3:9][N:8]([CH3:10])[C:6](=[O:7])[C:5]1[CH:11]=[CH:12][C:2]([C:18]#[C:17][Si:14]([CH3:16])([CH3:15])[CH3:13])=[CH:3][CH:4]=1 |^1:28,47|. Procedure: To a mixture under Ar of 4-Iodo-N,N-dimethyl-benzamide (237 mg), trimethylsilylacetylene (169 mg), [PdCl2(PPh3)2] (30 mg) and copper(i) iodide (15 mg) is added a degassed mixture of THF (4.5 ml) and diisopropylamine (4.5 ml). After stirring over night at 57° C. and aqueous work up, the organic layer is dried over Na2SO4 and the solvent is evaporated. Flash chromatography (silica gel, CH2Cl2/MeOH/25% NH4OH 97:3:0.3) yields N,N-Dimethyl-4-trimethylsilanylethynyl-benzamide as a brown oil, 1H-NMR (3...